Dataset: the Open Reaction Database (ORD), a public repository of structured organic reaction records. Task: describe an organic reaction: reactants, conditions, products, and yield The reactants are C(C)(C)(C)C=1C=C(C(C2=CC=CC=C2)=NO)C=C(C1O)C(C)(C)C (3,5-di-t-butyl-4-hydroxybenzophenone oxime), C(CCCCCCC)(=O)Cl (octanoyl chloride). The product is C(CCCCCCC)(=O)ON=C(C1=CC(=C(C(=C1)C(C)(C)C)O)C(C)(C)C)C1=CC=CC=C1 (3,5-di-t-butyl-4-hydroxybenzophenone O-octanoyloxime). Reaction SMILES: [C:1]([C:5]1[CH:6]=[C:7]([CH:17]=[C:18]([C:21]([CH3:24])([CH3:23])[CH3:22])[C:19]=1[OH:20])[C:8](=[N:15][OH:16])[C:9]1[CH:14]=[CH:13][CH:12]=[CH:11][CH:10]=1)([CH3:4])([CH3:3])[CH3:2].[C:25](Cl)(=[O:33])[CH2:26][CH2:27][CH2:28][CH2:29][CH2:30][CH2:31][CH3:32]>>[C:25]([O:16][N:15]=[C:8]([C:9]1[CH:14]=[CH:13][CH:12]=[CH:11][CH:10]=1)[C:7]1[CH:17]=[C:18]([C:21]([CH3:24])([CH3:23])[CH3:22])[C:19]([OH:20])=[C:5]([C:1]([CH3:4])([CH3:3])[CH3:2])[CH:6]=1)(=[O:33])[CH2:26][CH2:27][CH2:28][CH2:29][CH2:30][CH2:31][CH3:32]. Procedure: 3,5-di-t-butyl-4-hydroxybenzophenone oxime and octanoyl chloride were treated in the same was as in Example 3 to give 3,5-di-t-butyl-4-hydroxybenzophenone O-octanoyloxime. The reactants are 1-2, O1C(=CC=C1)P(C=1OC=CC1)C=1OC=CC1 (tris(2-furyl)phosphine), IC1CCN(CC1)C(=O)OC(C)(C)C (tert-butyl 4-iodo-1-piperidinecarboxylate), BrC1=NC(=CC=C1)N1C(=CC=C1C)C (2-bromo-6 (2,5-dimethyl-pyrol-1-yl)-pyridine), BrC(C)Br (dibromoethane), C[Si](C)(C)Cl (trimethylsilyl chloride). Reagents/catalysts: [Pd].[Pd].C(C1=CC=CC=C1)=CC(=O)C=CC1=CC=CC=C1.C(C1=CC=CC=C1)=CC(=O)C=CC1=CC=CC=C1.C(C1=CC=CC=C1)=CC(=O)C=CC1=CC=CC=C1 (tris(dibenzylideneacetone) dipalladium), [Zn] (zinc). Solvent: O1CCCC1 (tetrahydrofuran), O1CCCC1 (tetrahydrofuran), O1CCCC1 (tetrahydrofuran). Run at temperature 60 celsius, time 3 minute. Yields the product C(C)(C)(C)OC(=O)N1CCC(CC1)C1=NC(=CC=C1)N1C(=CC=C1C)C (6-(2,5-Dimethyl-pyrrol-1-yl)-3′,4′,5′,6′-tetrahydro-2′H-[2,4′]bipyridinyl-1′-carboxylic acid tert-butyl ester). The yield is 30.8%. RXN SMILES: BrC(Br)C.C[Si](Cl)(C)C.I[CH:11]1[CH2:16][CH2:15][N:14]([C:17]([O:19][C:20]([CH3:23])([CH3:22])[CH3:21])=[O:18])[CH2:13][CH2:12]1.O1C=CC=C1P(C1OC=CC=1)C1OC=CC=1.Br[C:41]1[CH:46]=[CH:45][CH:44]=[C:43]([N:47]2[C:51]([CH3:52])=[CH:50][CH:49]=[C:48]2[CH3:53])[N:42]=1>O1CCCC1.[Zn].[Pd].[Pd].C(=CC(C=CC1C=CC=CC=1)=O)C1C=CC=CC=1.C(=CC(C=CC1C=CC=CC=1)=O)C1C=CC=CC=1.C(=CC(C=CC1C=CC=CC=1)=O)C1C=CC=CC=1>[C:20]([O:19][C:17]([N:14]1[CH2:15][CH2:16][CH:11]([C:41]2[CH:46]=[CH:45][CH:44]=[C:43]([N:47]3[C:51]([CH3:52])=[CH:50][CH:49]=[C:48]3[CH3:53])[N:42]=2)[CH2:12][CH2:13]1)=[O:18])([CH3:23])([CH3:22])[CH3:21] |f:7.8.9.10.11|. Reported procedure: 284 mg (4.34 mmol) of electrolytic zinc is put into suspension under an argon atmosphere, to which 0.033 ml of 1-2 dibromoethane and 1 ml of tetrahydrofuran are added. After stirring for 3 minutes at 60° C. the reaction medium is left to return to ambient temperature. 0.047 ml of trimethylsilyl chloride is added and stirring is carried out for 30 minutes at ambient temperature. 1 g (3.2 mmol) of 2 solubilized beforehand in 2 ml of tetrahydrofuran is added. This reaction mixture is stirred for 45... The reactants are ClC1=C(C(=NC2=CC=C(C=C12)C(O)C=1C(=NC(=CC1)C)C)OC)CC1=CC=C(C=C1)F ((4-Chloro-3-(4-fluorobenzyl)-2-methoxyquinolin-6-yl)(2,6-dimethylpyridin-3-yl)methanol), Intermediate 48, N#N (N2). Reagents/catalysts: O=[Mn]=O (MnO2). The solvent is O1CCOCC1 (1,4-dioxane). Conditions: time 4 hour. Product: ClC1=C(C(=NC2=CC=C(C=C12)C(=O)C=1C(=NC(=CC1)C)C)OC)CC1=CC=C(C=C1)F ((4-Chloro-3-(4-fluorobenzyl)-2-methoxyquinolin-6-yl)(2,6-dimethylpyridin-3-yl)methanone). As a reaction SMILES: [Cl:1][C:2]1[C:11]2[C:6](=[CH:7][CH:8]=[C:9]([CH:12]([C:14]3[C:15]([CH3:21])=[N:16][C:17]([CH3:20])=[CH:18][CH:19]=3)[OH:13])[CH:10]=2)[N:5]=[C:4]([O:22][CH3:23])[C:3]=1[CH2:24][C:25]1[CH:30]=[CH:29][C:28]([F:31])=[CH:27][CH:26]=1.N#N>O=[Mn]=O.O1CCOCC1>[Cl:1][C:2]1[C:11]2[C:6](=[CH:7][CH:8]=[C:9]([C:12]([C:14]3[C:15]([CH3:21])=[N:16][C:17]([CH3:20])=[CH:18][CH:19]=3)=[O:13])[CH:10]=2)[N:5]=[C:4]([O:22][CH3:23])[C:3]=1[CH2:24][C:25]1[CH:26]=[CH:27][C:28]([F:31])=[CH:29][CH:30]=1. Procedure: (4-Chloro-3-(4-fluorobenzyl)-2-methoxyquinolin-6-yl)(2,6-dimethylpyridin-3-yl)methanol (550 mg, 1.26 mmol, Intermediate 48: step a), 1,4-dioxane (6.2 mL) and activated MnO2 (551 mg, 6.34 mmol) were combined in a round-bottom flask and the mixture was refluxed under a positive pressure of N2. After 4 hours, the reaction was allowed to cool to ambient temperature, then filtered through Celite® and rinsed with dichloromethane. The filtrate was washed with water, and the aqueous layer was extracted ... Starting materials: ClC(c1ccccc1)(c1ccccc1)c1ccccc1, CCOC(=O)CO, ClCCCl, Cl, c1ccncc1. The product is CCOC(=O)COC(c1ccccc1)(c1ccccc1)c1ccccc1. Reaction SMILES: [C:1]([c:2]1[cH:3][cH:4][cH:5][cH:6][cH:7]1)([c:8]1[cH:9][cH:10][cH:11][cH:12][cH:13]1)([c:14]1[cH:15][cH:16][cH:17][cH:18][cH:19]1)[Cl:20].[C:28]([CH2:29][OH:30])(=[O:31])[O:32][CH2:33][CH3:34].[CH2:35]([Cl:36])[CH2:37][Cl:38].[ClH:27].[cH:21]1[cH:22][cH:23][n:24][cH:25][cH:26]1>>[C:1]([c:2]1[cH:3][cH:4][cH:5][cH:6][cH:7]1)([c:8]1[cH:9][cH:10][cH:11][cH:12][cH:13]1)([c:14]1[cH:15][cH:16][cH:17][cH:18][cH:19]1)[O:30][CH2:29][C:28](=[O:31])[O:32][CH2:33][CH3:34]. Yields the product CC(C)(C)OC(=O)C1CC(C(=O)N2CCCC2)C(c2ccccc2)N1C(=O)CNC(=O)Nc1cccc(C(=O)O)c1. Reaction SMILES: [CH2:1]([CH3:2])[O:3][C:4](=[O:5])[c:6]1[cH:7][c:8]([NH:12][C:13]([NH:14][CH2:15][C:16](=[O:17])[N:18]2[CH:19]([C:36](=[O:37])[O:38][C:39]([CH3:40])([CH3:41])[CH3:42])[CH2:20][CH:21]([C:29](=[O:30])[N:31]3[CH2:32][CH2:33][CH2:34][CH2:35]3)[CH:22]2[c:23]2[cH:24][cH:25][cH:26][cH:27][cH:28]2)=[O:43])[cH:9][cH:10][cH:11]1.[CH3:47][OH:48].[K+:45].[OH-:44].[OH2:46]>>[O:3]=[C:4]([OH:5])[c:6]1[cH:7][c:8]([NH:12][C:13]([NH:14][CH2:15][C:16](=[O:17])[N:18]2[CH:19]([C:36](=[O:37])[O:38][C:39]([CH3:40])([CH3:41])[CH3:42])[CH2:20][CH:21]([C:29](=[O:30])[N:31]3[CH2:32][CH2:33][CH2:34][CH2:35]3)[CH:22]2[c:23]2[cH:24][cH:25][cH:26][cH:27][cH:28]2)=[O:43])[cH:9][cH:10][cH:11]1. Reactants: CCOC(=O)c1cccc(NC(=O)NCC(=O)N2C(C(=O)OC(C)(C)C)CC(C(=O)N3CCCC3)C2c2ccccc2)c1, CO, [K+], [OH-], O. Reactants: enzyme solution, substrate solution, C1=CC(=CC=C1[N+](=O)[O-])O[C@@H]2[C@@H]([C@H]([C@@H]([C@H](O2)CO)O)O)O (4-nitrophenyl-α-D-glucopyranoside), P(=O)([O-])([O-])[O-] (phosphate). Run at temperature 37 celsius, time 5 minute. The product is [N+](=O)([O-])C1=CC=C(C=C1)O (4-nitrophenol). As a reaction SMILES: [CH:1]1[C:6]([N+:7]([O-:9])=[O:8])=[CH:5][CH:4]=[C:3]([O:10][C@H]2O[C@H](CO)[C@@H](O)[C@H](O)[C@H]2O)[CH:2]=1.P([O-])([O-])([O-])=O>>[N+:7]([C:6]1[CH:1]=[CH:2][C:3]([OH:10])=[CH:4][CH:5]=1)([O-:9])=[O:8]. Reported procedure: With 0.5 ml of a substrate solution containing 20 mM 4-nitrophenyl-α-D-glucopyranoside was mixed 1.0 ml of 0.1M phosphate buffer (pH 7.0), and the mixture was pre-heated at 37° C. for 5 minutes. Thereafter, 0.5 ml of an enzyme solution was added thereto and the reaction was conducted at 37° C. for 5 minutes, followed by determination of changes in absorbance per minute at 400 nm. The enzyme activity producing 1 μmol of 4-nitrophenol per minute under the above-mentioned conditions was taken as on...